Dataset: the Open Reaction Database (ORD), a public repository of structured organic reaction records. Task: describe an organic reaction: reactants, conditions, products, and yield Starting materials: ClC1=C(C(=S)O)C=CC=C1 (2-chloro-thiobenzoic acid), ClCSC#N (chloromethyl thiocyanate), yellowish oil. The product is S(C#N)COC(C1=C(C=CC=C1)Cl)=S (2-Chloro-thiobenzoic acid thiocyanomethyl ester). Yield: 77.0%. Reaction SMILES: [Cl:1][C:2]1[CH:10]=[CH:9][CH:8]=[CH:7][C:3]=1[C:4]([OH:6])=[S:5].Cl[CH2:12][S:13][C:14]#[N:15]>>[S:13]([CH2:12][O:6][C:4](=[S:5])[C:3]1[CH:7]=[CH:8][CH:9]=[CH:10][C:2]=1[Cl:1])[C:14]#[N:15]. Procedure: 28.5 g (0.14 mol) of the K salt of 2-chloro-thiobenzoic acid and 15 g (0.14 mol) of chloromethyl thiocyanate were reacted and processed as in Example 1 B. 26.3 g of a yellowish oil having a density of 1.36 (this corresponds to a yield of 77% of the theoretical conversion).